From a dataset of the Open Reaction Database (ORD), a public repository of structured organic reaction records. describe an organic reaction: reactants, conditions, products, and yield Reactants: CC(C)O, O=[N+]([O-])c1cnccc1Cl, NCC(O)CO. The product is O=[N+]([O-])c1cnccc1NCC(O)CO. RXN SMILES: [CH:17]([OH:18])([CH3:19])[CH3:20].[Cl:1][c:2]1[c:3]([N+:8](=[O:9])[O-:10])[cH:4][n:5][cH:6][cH:7]1.[NH2:11][CH2:12][CH:13]([CH2:14][OH:15])[OH:16]>>[c:2]1([NH:11][CH2:12][CH:13]([CH2:14][OH:15])[OH:16])[c:3]([N+:8](=[O:9])[O-:10])[cH:4][n:5][cH:6][cH:7]1. The reactants are FC(C(=O)O)(F)F (trifluoroacetic acid), NC(=O)N1C(=CC2=CC=CC=C12)C1=CC(=CS1)NC(OC(C)(C)C)=O (tert-butyl {5-[1-(aminocarbonyl)-1H-indol-2-yl]-3-thienyl}carbamate), FC(C(=O)O)(F)F (trifluoroacetic acid). Run in C(Cl)Cl (DCM). Run at temperature 0 celsius, time 45 minute. The product is NC=1C=C(SC1)C=1N(C2=CC=CC=C2C1)C(=O)N (2-(4-amino-2-thienyl)-1H-indole-1-carboxamide). As a reaction SMILES: [NH2:1][C:2]([N:4]1[C:12]2[C:7](=[CH:8][CH:9]=[CH:10][CH:11]=2)[CH:6]=[C:5]1[C:13]1[S:17][CH:16]=[C:15]([NH:18]C(=O)OC(C)(C)C)[CH:14]=1)=[O:3].FC(F)(F)C(O)=O>C(Cl)Cl>[NH2:18][C:15]1[CH:14]=[C:13]([C:5]2[N:4]([C:2]([NH2:1])=[O:3])[C:12]3[C:7]([CH:6]=2)=[CH:8][CH:9]=[CH:10][CH:11]=3)[S:17][CH:16]=1. Procedure: To the mixture of tert-butyl {5-[1-(aminocarbonyl)-1H-indol-2-yl]-3-thienyl}carbamate (20 mg, 0.056 mmol, 1 eq) in anhydrous DCM (1 mL) at 0° C. was added dropwise trifluoroacetic acid (0.2 mL) and the resulting reaction solution was stirred at 0° C. for 45 minutes. An additional trifluoroacetic acid (0.2 mL) was added followed by a stirring at room temperature for 15 minutes. The solution was partitioned between saturated aqueous sodium bicarbonate and ethyl acetate. The organic layer was isola... The reactants are CCOC(=O)N1C(=O)c2ccccc2C1=O, CCOC(=O)CC(N)c1ccc(OC)cc1, CC#N, Cl, [Na+], [Na+], O=C([O-])[O-], O. Yields the product CCOC(=O)CC(c1ccc(OC)cc1)N1C(=O)c2ccccc2C1=O. RXN SMILES: [C:24]([N:25]1[C:30](=[O:39])[c:31]2[c:32]([cH:35][cH:36][cH:37][cH:38]2)[C:33]1=[O:34])([O:26][CH2:27][CH3:28])=[O:29].[CH2:2]([CH3:3])[O:4][C:5]([CH2:6][CH:7]([c:8]1[cH:9][cH:10][c:11]([O:14][CH3:15])[cH:12][cH:13]1)[NH2:16])=[O:17].[CH3:41][C:42]#[N:43].[ClH:1].[Na+:18].[Na+:19].[O-:20][C:21](=[O:22])[O-:23].[OH2:40]>>[CH2:2]([CH3:3])[O:4][C:5]([CH2:6][CH:7]([c:8]1[cH:9][cH:10][c:11]([O:14][CH3:15])[cH:12][cH:13]1)[N:16]1[C:30](=[O:39])[c:31]2[c:32]([cH:35][cH:36][cH:37][cH:38]2)[C:33]1=[O:34])=[O:17]. Starting materials: [I-], I, [K+], O=N[O-], COc1cc(N)c(Cl)cc1C(=O)O, [Na+], O, O=S(=O)(O)O. Yields the product COc1cc(I)c(Cl)cc1C(=O)O. Reaction SMILES: [I-:19].[I:20].[K+:18].[N:14]([O-:15])=[O:16].[NH2:1][c:2]1[cH:3][c:4]([O:12][CH3:13])[c:5]([C:6](=[O:7])[OH:8])[cH:9][c:10]1[Cl:11].[Na+:17].[OH2:21].[S:22](=[O:23])(=[O:24])([OH:25])[OH:26]>>[c:2]1([I:19])[cH:3][c:4]([O:12][CH3:13])[c:5]([C:6](=[O:7])[OH:8])[cH:9][c:10]1[Cl:11]. Starting materials: CC1=CC=C(CBr)C=C1 (4-methylbenzyl bromide), compound ( 84 ), [H-].[Na+] (sodium hydride), FC(CCC(C#N)C#N)(F)F ((3,3,3-trifluoropropyl)malononitrile). Run in CN(C=O)C (N,N-dimethylformamide). Product: CC1=CC=C(CC(C#N)(C#N)CCC(F)(F)F)C=C1 (2-(4-methylbenzyl)-2-(3,3,3-trifluoropropyl)malononitrile). Yield: 73.2%. RXN SMILES: [CH3:1][C:2]1[CH:9]=[CH:8][C:5]([CH2:6]Br)=[CH:4][CH:3]=1.[H-].[Na+].[F:12][C:13]([F:22])([F:21])[CH2:14][CH2:15][CH:16]([C:19]#[N:20])[C:17]#[N:18]>CN(C)C=O>[CH3:1][C:2]1[CH:9]=[CH:8][C:5]([CH2:6][C:16]([CH2:15][CH2:14][C:13]([F:12])([F:21])[F:22])([C:17]#[N:18])[C:19]#[N:20])=[CH:4][CH:3]=1 |f:1.2|. Procedure details: Using 0.19 g of 4-methylbenzyl bromide, 3 ml of N,N-dimethylformamide, 0.05 g of sodium hydride (60% in oil), and 0.17 g of (3,3,3-trifluoropropyl)malononitrile, and according to the process described in the Production Example 26, there was obtained 0.20 g of 2-(4-methylbenzyl)-2-(3,3,3-trifluoropropyl)malononitrile (the present compound (84)). The reactants are CCO, CCOC(C)=O, Cc1c[n+]([O-])c(C)c(C)c1[N+](=O)[O-], Cl, [Na]. The product is CCOc1c(C)c[n+]([O-])c(C)c1C. RXN SMILES: [CH3:16][CH2:17][OH:18].[CH3:19][CH2:20][O:21][C:22](=[O:23])[CH3:24].[CH3:2][c:3]1[n+:4]([O-:14])[cH:5][c:6]([CH3:13])[c:7]([N+:10]([O-:11])=[O:12])[c:8]1[CH3:9].[ClH:15].[Na:1]>>[CH3:2][c:3]1[n+:4]([O-:14])[cH:5][c:6]([CH3:13])[c:7]([O:18][CH2:17][CH3:16])[c:8]1[CH3:9]. The reactants are Cc1ccccc1, NS(=O)(=O)c1ccc(CCCl)cc1, [I-], [Na+], O, O=S1(=O)CCCC1. The product is NS(=O)(=O)c1ccc(CCI)cc1. RXN SMILES: [CH3:3][c:4]1[cH:5][cH:6][cH:7][cH:8][cH:9]1.[Cl:17][CH2:18][CH2:19][c:20]1[cH:21][cH:22][c:23]([S:26](=[O:27])(=[O:28])[NH2:29])[cH:24][cH:25]1.[I-:2].[Na+:1].[OH2:30].[S:10]1(=[O:15])(=[O:16])[CH2:11][CH2:12][CH2:13][CH2:14]1>>[I:2][CH2:18][CH2:19][c:20]1[cH:21][cH:22][c:23]([S:26](=[O:27])(=[O:28])[NH2:29])[cH:24][cH:25]1.